Dataset: the Open Reaction Database (ORD), a public repository of structured organic reaction records. Task: describe an organic reaction: reactants, conditions, products, and yield Reactants: BrC1=C2CC(CC2=CC=C1)O (4-bromo-2-indanol), C([O-])([O-])=O.[Na+].[Na+] (sodium carbonate), C (charcoal), [PH2](=O)[O-].[Na+] (sodium hypophosphite), [PH2](=O)[O-].[Na+] (sodium hypophosphite), C([O-])([O-])=O.[Na+].[Na+] (sodium carbonate). Conditions: time 2 hour. As a reaction SMILES: Br[C:2]1[CH:10]=[CH:9][CH:8]=[C:7]2[C:3]=1[CH2:4][CH:5]([OH:11])[CH2:6]2.C(=O)([O-])[O-].[Na+].[Na+].C.[PH2]([O-])=O.[Na+]>O.[Pd].O1CCCC1>[CH2:4]1[C:3]2[C:7](=[CH:8][CH:9]=[CH:10][CH:2]=2)[CH2:6][CH:5]1[OH:11] |f:1.2.3,5.6|. Product: C1C(CC2=CC=CC=C12)O (2-indanol). The solvent is O1CCCC1 (tetrahydrofuran), O (water), O (water). Reported procedure: 3.0 g of 4-bromo-2-indanol (RS), 60 ml of tetrahydrofuran, 1.6 g of anhydrous sodium carbonate and 0.28 g of palladium at 10% on active charcoal are agitated for 5 minutes. A solution of 1.36 g of sodium hypophosphite in 8 ml of water is introduced over 10 minutes and the whole is taken to 50° C. for 2 hours. 1.60 g of sodium carbonate is added, then at 50° C. 1.36 g of sodium hypophosphite in 8 ml of water is added drop by drop. The mixture is heated for 3 hours, and after cooling it is filtere... Reagents/catalysts: [Pd] (palladium). Starting materials: CCO, O=C1c2ccccc2C(=O)N1OCc1nnc2n1-c1ccc(C(F)(F)F)cc1C(c1ccccc1Cl)=NC2, NN, O. The product is NOCc1nnc2n1-c1ccc(C(F)(F)F)cc1C(c1ccccc1Cl)=NC2. Reaction SMILES: [CH3:42][CH2:43][OH:44].[F:4][C:5]([c:6]1[cH:7][cH:8][c:9]2[c:10]([cH:39]1)[C:11]([c:32]1[c:33]([Cl:38])[cH:34][cH:35][cH:36][cH:37]1)=[N:12][CH2:13][c:14]1[n:15]-2[c:16]([CH2:19][O:20][N:21]2[C:22](=[O:23])[c:24]3[cH:25][cH:26][cH:27][cH:28][c:29]3[C:30]2=[O:31])[n:17][n:18]1)([F:40])[F:41].[NH2:2][NH2:3].[OH2:1]>>[F:4][C:5]([c:6]1[cH:7][cH:8][c:9]2[c:10]([cH:39]1)[C:11]([c:32]1[c:33]([Cl:38])[cH:34][cH:35][cH:36][cH:37]1)=[N:12][CH2:13][c:14]1[n:15]-2[c:16]([CH2:19][O:20][NH2:21])[n:17][n:18]1)([F:40])[F:41]. The reactants are COC1=CC=C(C=O)C=C1 (4-methoxybenzaldehyde), NC(CO)C (2-aminopropan-1-ol), CC1=CC=C(C=C1)S(=O)(=O)O (4-methylbenzenesulfonic acid). Solvent: C1(=CC=CC=C1)C (toluene). Product: COC1=CC=C(\C=N\C(CO)C)C=C1 ((E)-2-(4-methoxybenzylideneamino)propan-1-ol). As a reaction SMILES: [CH3:1][O:2][C:3]1[CH:10]=[CH:9][C:6]([CH:7]=O)=[CH:5][CH:4]=1.[NH2:11][CH:12]([CH3:15])[CH2:13][OH:14].CC1C=CC(S(O)(=O)=O)=CC=1>C1(C)C=CC=CC=1>[CH3:1][O:2][C:3]1[CH:10]=[CH:9][C:6](/[CH:7]=[N:11]/[CH:12]([CH3:15])[CH2:13][OH:14])=[CH:5][CH:4]=1. Procedure details: Into a 500-mL 3-necked round-bottom flask purged and maintained with an inert atmosphere of nitrogen, was placed 4-methoxybenzaldehyde (54.4 g, 400.00 mmol, 1.00 equiv), 2-aminopropan-1-ol (30 g, 400.00 mmol, 1.00 equiv), 4-methylbenzenesulfonic acid (3.84 g, 20.21 mmol, 0.05 equiv), toluene (300 mL). The resulting solution was heated to reflux for overnight in an oil bath. The resulting mixture was concentrated under vacuum. The resulting mixture was washed with 3×50 mL of hexane. The resulting... Starting materials: C1(=CC=CC=C1)C1=CC(=NC2=CC=CC=C12)C(=O)O (4-phenyl quinoline 2-carboxylic acid), S(=O)(Cl)Cl (thionyl chloride), C(C)NCC (diethylamine). Yields the product C(C)N(C(=O)C1=NC2=CC=CC=C2C(=C1)C1=CC=CC=C1)CC (N,N-diethyl 4-phenyl quinoline 2-carboxamide). As a reaction SMILES: [C:1]1([C:7]2[C:16]3[C:11](=[CH:12][CH:13]=[CH:14][CH:15]=3)[N:10]=[C:9]([C:17]([OH:19])=O)[CH:8]=2)[CH:6]=[CH:5][CH:4]=[CH:3][CH:2]=1.S(Cl)(Cl)=O.[CH2:24]([NH:26][CH2:27][CH3:28])[CH3:25]>>[CH2:24]([N:26]([CH2:27][CH3:28])[C:17]([C:9]1[CH:8]=[C:7]([C:1]2[CH:2]=[CH:3][CH:4]=[CH:5][CH:6]=2)[C:16]2[C:11](=[CH:12][CH:13]=[CH:14][CH:15]=2)[N:10]=1)=[O:19])[CH3:25]. Reported procedure: The process is carried out as for Example 1, starting from 2 g of 4-phenyl quinoline 2-carboxylic acid, 6 ml of thionyl chloride and 8.3 ml of diethylamine. After treatment, 2.3 g of N,N-diethyl 4-phenyl quinoline 2-carboxamide are isolated in the form of an orange oil. After crystallization from a 50/50 hexane-ether mixture, the product has a melting point lower than 50° C.